From a dataset of the Open Reaction Database (ORD), a public repository of structured organic reaction records. describe an organic reaction: reactants, conditions, products, and yield Reactants: O=C1CCC(=O)N1Cl, Cl, COC(=O)C(CCC(F)(F)F)S(=O)(=O)CCC(F)(F)F, [H-], [Na+], C1CCOC1. Product: COC(=O)C(Cl)(CCC(F)(F)F)S(=O)(=O)CCC(F)(F)F. As a reaction SMILES: [Cl:23][N:24]1[C:25](=[O:26])[CH2:27][CH2:28][C:29]1=[O:30].[ClH:31].[F:1][C:2]([CH2:3][CH2:4][CH:5]([C:6](=[O:7])[O:8][CH3:9])[S:10](=[O:11])(=[O:12])[CH2:13][CH2:14][C:15]([F:16])([F:17])[F:18])([F:19])[F:20].[H-:21].[Na+:22].[O:32]1[CH2:33][CH2:34][CH2:35][CH2:36]1>>[F:1][C:2]([CH2:3][CH2:4][C:5]([C:6](=[O:7])[O:8][CH3:9])([S:10](=[O:11])(=[O:12])[CH2:13][CH2:14][C:15]([F:16])([F:17])[F:18])[Cl:23])([F:19])[F:20]. Starting materials: C(=O)C=C (acrolein), diol, CC(CO)(CO)C (2,2-dimethyl-1,3-propanediol), Cl (Hydrochloric acid). Conditions: temperature 30 celsius. Yields the product C(=C)C1OCC(CO1)(C)C (2-Ethenyl-5,5-dimethyl-1,3-dioxane). RXN SMILES: [CH:1]([CH:3]=[CH2:4])=[O:2].[CH3:5][C:6]([CH3:11])([CH2:9]O)[CH2:7][OH:8].Cl>>[CH:3]([CH:1]1[O:8][CH2:7][C:6]([CH3:11])([CH3:9])[CH2:5][O:2]1)=[CH2:4]. Procedure: 2-Ethenyl-5,5-dimethyl-1,3-dioxane was prepared by adding 15.4 g. of acrolein (9.275 mole) and 26.0 g. (0.25 mole) 2,2-dimethyl-1,3-propanediol to a 100 ml. round bottom flask equipped with magnetic stir bar and thermocouple. Hydrochloric acid (0.1 ml. 37%) was added to the reaction and the temperature dropped to about 5° C. After all of the diol was dissolved, the reaction exothermed to approximately 45° C. After the reaction was cooled to 30° C., the mixture was placed in a separatory funnel. ... Product: CCC(O)(CC(=O)OC(C)(C)C)c1ccnc(OC)c1OC. RXN SMILES: [C:6]([CH3:7])([CH3:8])([CH3:9])[O:10][C:11]([CH2:12][Br:13])=[O:14].[CH3:15][O:16][c:17]1[n:18][cH:19][cH:20][c:21]([C:25]([CH2:26][CH3:27])=[O:28])[c:22]1[O:23][CH3:24].[CH3:1][Si:2]([Cl:3])([CH3:4])[CH3:5].[CH3:29][CH2:30][O:31][CH2:32][CH3:33].[O:34]1[CH2:35][CH2:36][CH2:37][CH2:38]1.[Zn:39]>>[C:6]([CH3:7])([CH3:8])([CH3:9])[O:10][C:11]([CH2:12][C:25]([c:21]1[cH:20][cH:19][n:18][c:17]([O:16][CH3:15])[c:22]1[O:23][CH3:24])([CH2:26][CH3:27])[OH:28])=[O:14]. Starting materials: CC(C)(C)OC(=O)CBr, CCC(=O)c1ccnc(OC)c1OC, C[Si](C)(C)Cl, CCOCC, C1CCOC1, [Zn]. The reactants are [Li+].[BH4-] (LiBH4), C[Si](CCS(=O)(=O)N1CC(CCC1)C(=O)OCC)(C)C (Ethyl 1-(2-(trimethylsilyl)ethanesulfonyl)piperidine-3-carboxylate), ester, [Li+].[BH4-] (LiBH4). The solvent is C1CCOC1 (THF). Conditions: temperature 0 celsius, time 15 hour. Yields the product C[Si](CCS(=O)(=O)N1CC(CCC1)CO)(C)C ((1-(2-(trimethylsilyl)ethylsulfonyl)piperidin-3-yl)methanol). Isolated yield 0.1%. As a reaction SMILES: [CH3:1][Si:2]([CH3:20])([CH3:19])[CH2:3][CH2:4][S:5]([N:8]1[CH2:13][CH2:12][CH2:11][CH:10]([C:14](OCC)=[O:15])[CH2:9]1)(=[O:7])=[O:6].[Li+].[BH4-]>C1COCC1>[CH3:1][Si:2]([CH3:20])([CH3:19])[CH2:3][CH2:4][S:5]([N:8]1[CH2:13][CH2:12][CH2:11][CH:10]([CH2:14][OH:15])[CH2:9]1)(=[O:7])=[O:6] |f:1.2|. Procedure: Ethyl 1-(2-(trimethylsilyl)ethanesulfonyl)piperidine-3-carboxylate (9.00 g, 28 mol) was dissolved in THF (200 mL) in a three-neck 500 mL flask and cooled to 0° C. A solution of LiBH4 (2.0 M in THF, 28 mL, 0.056 mol, 2.0 equiv) was added via addition funnel. The mixture was allowed to warm to rt and stir for 15 h. Significant amounts of the starting ester remained; an additional charge of the LiBH4 solution (28 mL, 0.056 mol) was added and the mixture stirred for an additional 17 h. After this pe...